Dataset: the Open Reaction Database (ORD), a public repository of structured organic reaction records. Task: describe an organic reaction: reactants, conditions, products, and yield Starting materials: C(C)(C)(C)OC(=O)N[C@@H](COS(=O)(=O)C)C (methanesulfonic acid (R)-2-tert-butoxycarbonylamino-propyl ester), C(=O)(OC(C)(C)C)[C@](CO)(C)N (2-(R)-boc-2-amino-propanol). Product: C(C)(C)(C)OC(=O)N[C@H](COS(=O)(=O)C)C (methanesulfonic acid (S)-2-tert-butoxycarbonylamino-propyl ester). The yield is 97.0%. RXN SMILES: [C:1]([O:5][C:6]([NH:8][C@H:9]([CH3:16])[CH2:10][O:11][S:12]([CH3:15])(=[O:14])=[O:13])=[O:7])([CH3:4])([CH3:3])[CH3:2].C([C@@](N)(C)CO)(OC(C)(C)C)=O>>[C:1]([O:5][C:6]([NH:8][C@@H:9]([CH3:16])[CH2:10][O:11][S:12]([CH3:15])(=[O:14])=[O:13])=[O:7])([CH3:4])([CH3:3])[CH3:2]. Procedure details: In the same manner was prepared methanesulfonic acid (R)-2-tert-butoxycarbonylamino-propyl ester (white solid) using the 2-(R)-boc-2-amino-propanol as starting material (yield=14.09 g, 97% yield); 1H NMR (400 MHz, CDCl3) δ ppm 4.55-4.67 (1 H, m), 4.17-4.27 (1 H, m), 4.11-4.17 (1 H, m), 3.90-4.02 (1 H, m), 3.02 (3 H, s), 1.43 (9 H, s), 1.22 (3 H, d, J=6.85 Hz). Reactants: NC1=C(C=NC=C1)NC1CCN(CC1)CC1=CC=CC=C1 (4-amino-3-[(1-benzylpiperidin-4-yl)amino)pyridine), C(=O)(N1C=NC=C1)N1C=NC=C1 (carbonyldiimidazole). Solvent: O1CCCC1 (tetrahydrofuran). The product is O=C1NC2=C(C=NC=C2)N1C1CCN(CC1)CC1=CC=CC=C1 (2-Oxo-3-(1-benzylpiperidin-4-yl)-2,3-dihydro-1H-imidazo[4,5-c]pyridine). Isolated yield 91.7%. RXN SMILES: [NH2:1][C:2]1[CH:7]=[CH:6][N:5]=[CH:4][C:3]=1[NH:8][CH:9]1[CH2:14][CH2:13][N:12]([CH2:15][C:16]2[CH:21]=[CH:20][CH:19]=[CH:18][CH:17]=2)[CH2:11][CH2:10]1.[C:22](N1C=CN=C1)(N1C=CN=C1)=[O:23]>O1CCCC1>[O:23]=[C:22]1[N:8]([CH:9]2[CH2:14][CH2:13][N:12]([CH2:15][C:16]3[CH:17]=[CH:18][CH:19]=[CH:20][CH:21]=3)[CH2:11][CH2:10]2)[C:3]2[CH:4]=[N:5][CH:6]=[CH:7][C:2]=2[NH:1]1. Procedure details: A solution of 4-amino-3-[(1-benzylpiperidin-4-yl)amino)pyridine (2.8 g, 9.9 mmol) and carbonyldiimidazole (3.0 g, 18.5 mmol) in tetrahydrofuran (100 mL) was refluxed overnight. The reaction was cooled, concentrated and partitioned between chloroform (500 mL) and saturated sodium carbonate (100 mL). The organic phase was dried over magnesium sulfate and concentrated to give the title compound (2.8 g). MS 209 (M+1).